This data is from the Open Reaction Database (ORD), a public repository of structured organic reaction records. The task is: describe an organic reaction: reactants, conditions, products, and yield The reactants are CC1(OCC(CO1)=O)C (2,2-dimethyl-1,3-dioxan-5-one), N (ammonia). Reagents/catalysts: [Ni] (Raney nickel). The product is CC1(OCC(CO1)N)C (2,2-dimethyl-1,3-dioxan-5-ylamine). As a reaction SMILES: [CH3:1][C:2]1([CH3:9])[O:7][CH2:6][C:5](=O)[CH2:4][O:3]1.[NH3:10]>[Ni]>[CH3:1][C:2]1([CH3:9])[O:7][CH2:6][CH:5]([NH2:10])[CH2:4][O:3]1. Procedure details: 6.1 g (47 mmol) of 2,2-dimethyl-1,3-dioxan-5-one (D. Enders, B. Bockstiegel, Synthesis 1989, 493, incorporated herein by reference) were subjected to reductive amination in 50 ml of ammonia—saturated methanol in an autoclave at 50° C. under a hydrogen pressure of 100 bar, using Raney nickel as the catalyst. After the catalyst had been filtered off and the filtrate concentrated, 4.8 g of a brown oil were obtained, this being further reacted without purification. The reactants are C(C)(C)(C)OC(=O)N1[C@H](C(=O)O)CCC1 (N-tert-butoxycarbonyl L-proline), Cl.COC([C@H]1NCCC1)=O (L-proline methyl ester hydrochloride), C(C)(C)N(C(C)C)CC (N,N-diisopropylethylamine), C1=CC=C2C(=C1)N=NN2O.O (HOBt hydrate), CCN=C=NCCCN(C)C.Cl (EDC hydrochloride). The solvent is C(Cl)Cl (CH2Cl2), C(Cl)Cl (CH2Cl2). Reaction conditions: temperature 0 celsius, time 15 minute. The product is COC([C@H]1N(CCC1)C([C@H]1N(CCC1)C(=O)OC(C)(C)C)=O)=O (N-tert-butoxycarbonyl L-prolyl L-proline methyl ester). Reaction SMILES: [C:1]([O:5][C:6]([N:8]1[CH2:15][CH2:14][CH2:13][C@H:9]1[C:10]([OH:12])=O)=[O:7])([CH3:4])([CH3:3])[CH3:2].Cl.[CH3:17][O:18][C:19](=[O:25])[C@@H:20]1[CH2:24][CH2:23][CH2:22][NH:21]1.C(N(CC)C(C)C)(C)C.C1C=C2N=NN(O)C2=CC=1.O.CCN=C=NCCCN(C)C.Cl>C(Cl)Cl>[CH3:17][O:18][C:19](=[O:25])[C@@H:20]1[CH2:24][CH2:23][CH2:22][N:21]1[C:10](=[O:12])[C@@H:9]1[CH2:13][CH2:14][CH2:15][N:8]1[C:6]([O:5][C:1]([CH3:2])([CH3:3])[CH3:4])=[O:7] |f:1.2,4.5,6.7|. Procedure details: METHOD 2 N-tert-butoxycarbonyl L-proline (3.04 g, 14.1 mmol) and L-proline methyl ester hydrochloride (2.34 g, 14.1 mmol) were dissolved in CH2Cl2 (25 mL). N,N-diisopropylethylamine (1.82 g, 14.1 mmol) was added and the solution cooled to 0° C. (icebath). HOBt hydrate (2.16 g, 14.1 mmol) and then EDC hydrochloride (2.97 g, 15.5 mmol) were added together with 15 mL CH2Cl2. The icebath was removed and the reaction mixture stirred for 16 h 15 min at room temperature. The reaction mixture was dilute...